Dataset: the Open Reaction Database (ORD), a public repository of structured organic reaction records. Task: describe an organic reaction: reactants, conditions, products, and yield Starting materials: COC(=O)C1=CC=C2C=CN(C2=C1)CCCOC (1-(3-methoxy-propyl)-1H-indole-6-carboxylic acid methyl ester), [OH-].[Na+] (NaOH). Run in CO (MeOH). Conditions: time 3 hour. Yields the product COCCCN1C=CC2=CC=C(C=C12)C(=O)O (1-(3-Methoxy-propyl)-1H-indole-6-carboxylic acid). RXN SMILES: C[O:2][C:3]([C:5]1[CH:13]=[C:12]2[C:8]([CH:9]=[CH:10][N:11]2[CH2:14][CH2:15][CH2:16][O:17][CH3:18])=[CH:7][CH:6]=1)=[O:4].[OH-].[Na+]>CO>[CH3:18][O:17][CH2:16][CH2:15][CH2:14][N:11]1[C:12]2[C:8](=[CH:7][CH:6]=[C:5]([C:3]([OH:4])=[O:2])[CH:13]=2)[CH:9]=[CH:10]1 |f:1.2|. Procedure details: To a solution of 1-(3-methoxy-propyl)-1H-indole-6-carboxylic acid methyl ester (7 g, 28.5 mmol) in MeOH (50 mL) is added NaOH 2N (28.5 mL), and the mixture is stirred for 3 h. The solvent is concentrated and the remaining aqueous residue is acidified with HCl 1N and extracted twice with CH2Cl2. The combined organic extracts are dried over Na2SO4, filtered and concentrated to give title product. TLC, Rf (c-hexane/AcOEt 2:1)=0.25. MS (LC-MS): 232.0 [M+H]+, tR (HPLC, Macherey-Nagel Nucleosil C18 co... Reactants: FC(S(=O)(=O)OC1=CC=C2C(CN(CC2=C1)C)C1=CC(=C(C=C1)Cl)Cl)(F)F (4-(3,4-dichlorophenyl)-2-methyl-1,2,3,4-tetrahydroisoquinolin-7-yl trifluoromethanesulfonate), ClC(=O)OC(C)Cl (1-chlorethyl chloroformate), CN(C1=CC=CC2=CC=CC(=C12)N(C)C)C (N1,N1,N8,N8-tetramethylnaphthalene-1,8-diamine), C(#N)C=1C=C(C=CC1)B(O)O (3-cyanophenylboronic acid), C([O-])([O-])=O.[Cs+].[Cs+] (cesium carbonate). The reagents and catalysts are C1=CC=C(C=C1)[PH+](C2=CC=CC=C2)[C]3[CH][CH][CH][CH]3.C1=CC=C(C=C1)[PH+](C2=CC=CC=C2)[C]3[CH][CH][CH][CH]3.C(Cl)Cl.Cl[Pd]Cl.[Fe] (dichloro[1,1′-bis(diphenylphosphino)ferrocene]palladium(II) dichloromethane adduct). Run in O (water), CN(C=O)C (N,N-dimethylformamide). Yields the product FC(C(=O)O)(F)F.ClC=1C=C(C=CC1Cl)C1CNCC2=CC(=CC=C12)C=1C=C(C#N)C=CC1 (3-(4-(3,4-dichlorophenyl)-1,2,3,4-tetrahydroisoquinolin-7-yl)benzonitrile, trifluoroacetate salt). Isolated yield 33.5%. Reaction SMILES: [F:1][C:2]([F:27])([F:26])S(OC1C=C2C([CH:11]([C:18]3[CH:23]=[CH:22][C:21]([Cl:24])=[C:20]([Cl:25])[CH:19]=3)[CH2:12]N(C)C2)=CC=1)(=O)=O.[C:28]([C:30]1[CH:31]=[C:32](B(O)O)[CH:33]=[CH:34][CH:35]=1)#[N:29].[C:39](=O)([O-:41])[O-:40].[Cs+].[Cs+].C[N:46](C)[C:47]1[C:56]2[C:51](=[CH:52][CH:53]=[CH:54][C:55]=2N(C)C)C=CC=1.ClC(OC(Cl)C)=O>CN(C)C=O.O.C1C=CC([PH+]([C]2[CH][CH][CH][CH]2)C2C=CC=CC=2)=CC=1.C1C=CC([PH+]([C]2[CH][CH][CH][CH]2)C2C=CC=CC=2)=CC=1.C(Cl)Cl.Cl[Pd]Cl.[Fe]>[F:27][C:2]([F:1])([F:26])[C:39]([OH:41])=[O:40].[Cl:25][C:20]1[CH:19]=[C:18]([CH:11]2[C:35]3[C:30](=[CH:31][C:32]([C:54]4[CH:55]=[C:56]([CH:51]=[CH:52][CH:53]=4)[C:47]#[N:46])=[CH:33][CH:34]=3)[CH2:28][NH:29][CH2:12]2)[CH:23]=[CH:22][C:21]=1[Cl:24] |f:2.3.4,9.10.11.12.13,14.15,^1:78,79,80,81,82,96,97,98,99,100|. Reported procedure: Following the procedure in Steps A and B of Example 14, 4-(3,4-dichlorophenyl)-2-methyl-1,2,3,4-tetrahydroisoquinolin-7-yl trifluoromethanesulfonate (100 mg, 0.23 mmol), 3-cyanophenylboronic acid (51 mg, 0.35 mmol), cesium carbonate (225 mg, 0.69 mmol), and dichloro[1,1′-bis(diphenylphosphino)ferrocene]palladium(II) dichloromethane adduct (8 mg, 0.01 mmol) in N,N-dimethylformamide (2 mL) and water (1 mL) followed by N-de-methylation with N1,N1,N8,N8-tetramethylnaphthalene-1,8-diamine (52 mg, 0.2... Reactants: CC(C)Br, [H-], [Na+], CN(C)C=O, O, N#CC1(O)CC=CC2=C1CCCC2. The product is CC(C)OC1(C#N)CC=CC2=C1CCCC2. As a reaction SMILES: [CH:14]([CH3:15])([CH3:16])[Br:17].[H-:18].[Na+:19].[O:21]=[CH:22][N:23]([CH3:24])[CH3:25].[OH2:20].[OH:1][C:2]1([C:12]#[N:13])[CH2:3][CH:4]=[CH:5][C:6]2=[C:11]1[CH2:10][CH2:9][CH2:8][CH2:7]2>>[O:1]([C:2]1([C:12]#[N:13])[CH2:3][CH:4]=[CH:5][C:6]2=[C:11]1[CH2:10][CH2:9][CH2:8][CH2:7]2)[CH:14]([CH3:15])[CH3:16]. The reactants are ClC1=NC=C(C(=N1)N(C1CC2(CC1)CN(CCC2)C(=O)OC(C)(C)C)C)Cl (tert-butyl 2-((2,5-dichloropyrimidin-4-yl)(methyl)amino)-7-azaspiro[4.5]decane-7-carboxylate), Cl.CN1N=CC(=C1)N (1-methyl-1H-pyrazol-4-amine hydrochloride), CCN(C(C)C)C(C)C (DIPEA). Solvent: CCCCO (n-BuOH). Reaction conditions: temperature 150 celsius, time 8 hour. Yields the product ClC=1C(=NC(=NC1)NC=1C=NN(C1)C)N(C1CC2(CC1)CN(CCC2)C(=O)OC(C)(C)C)C (tert-butyl 2-((5-chloro-2-((1-methyl-1H-pyrazol-4-yl)amino)pyrimidin-4-yl)(methyl)amino)-7-azaspiro[4.5]decane-7-carboxylate). Yield: 52.1%. As a reaction SMILES: Cl[C:2]1[N:7]=[C:6]([N:8]([CH3:26])[CH:9]2[CH2:13][CH2:12][C:11]3([CH2:18][CH2:17][CH2:16][N:15]([C:19]([O:21][C:22]([CH3:25])([CH3:24])[CH3:23])=[O:20])[CH2:14]3)[CH2:10]2)[C:5]([Cl:27])=[CH:4][N:3]=1.Cl.[CH3:29][N:30]1[CH:34]=[C:33]([NH2:35])[CH:32]=[N:31]1.CCN(C(C)C)C(C)C>CCCCO>[Cl:27][C:5]1[C:6]([N:8]([CH3:26])[CH:9]2[CH2:13][CH2:12][C:11]3([CH2:18][CH2:17][CH2:16][N:15]([C:19]([O:21][C:22]([CH3:25])([CH3:23])[CH3:24])=[O:20])[CH2:14]3)[CH2:10]2)=[N:7][C:2]([NH:35][C:33]2[CH:32]=[N:31][N:30]([CH3:29])[CH:34]=2)=[N:3][CH:4]=1 |f:1.2|. Procedure: To a suspension of tert-butyl 2-((2,5-dichloropyrimidin-4-yl)(methyl)amino)-7-azaspiro[4.5]decane-7-carboxylate (470 mg, 1.13 mmol) and 1-methyl-1H-pyrazol-4-amine hydrochloride (235.7 mg, 1.76 mmol) in n-BuOH (5 mL) was added DIPEA (482.6 g, 3.74 mmol). The reaction mixture was stirred at 150° C. in a sealed tube overnight and concentrated in vacuo. The residue was purified by silica gel column chromatography (EtOAc/PE (v/v)=1/1) to give the title compound as a white solid (280 mg, 52.0%).